From a dataset of the Open Reaction Database (ORD), a public repository of structured organic reaction records. describe an organic reaction: reactants, conditions, products, and yield Starting materials: ClC1=CC=C(C=C1)CCN1C(=NC2=C1C=CC=C2C(=O)O)C(NC2CCN(CC2)C(C)C)=O (1-[2-(4-Chloro-phenyl)-ethyl]-2-(1-isopropyl-piperidin-4-ylcarbamoyl)-1H-benzoimidazole-4-carboxylic acid), COC1CNC1 (3-methoxy-azetidine). Yields the product C(C)(C)N1CCC(CC1)NC(=O)C1=NC2=C(N1CCC1=CC=C(C=C1)Cl)C=CC=C2C(=O)N2CC(C2)OC (1-[2-(4-Chloro-phenyl)-ethyl]-4-(3-methoxy-azetidine-1-carbonyl)-1H-benzoimidazole-2-carboxylic acid (1-isopropyl-piperidin-4-yl)-amide). As a reaction SMILES: [Cl:1][C:2]1[CH:7]=[CH:6][C:5]([CH2:8][CH2:9][N:10]2[C:14]3[CH:15]=[CH:16][CH:17]=[C:18]([C:19](O)=[O:20])[C:13]=3[N:12]=[C:11]2[C:22](=[O:33])[NH:23][CH:24]2[CH2:29][CH2:28][N:27]([CH:30]([CH3:32])[CH3:31])[CH2:26][CH2:25]2)=[CH:4][CH:3]=1.[CH3:34][O:35][CH:36]1[CH2:39][NH:38][CH2:37]1>>[CH:30]([N:27]1[CH2:26][CH2:25][CH:24]([NH:23][C:22]([C:11]2[N:10]([CH2:9][CH2:8][C:5]3[CH:6]=[CH:7][C:2]([Cl:1])=[CH:3][CH:4]=3)[C:14]3[CH:15]=[CH:16][CH:17]=[C:18]([C:19]([N:38]4[CH2:39][CH:36]([O:35][CH3:34])[CH2:37]4)=[O:20])[C:13]=3[N:12]=2)=[O:33])[CH2:29][CH2:28]1)([CH3:31])[CH3:32]. Reported procedure: 1-[2-(4-Chloro-phenyl)-ethyl]-4-(3-methoxy-azetidine-1-carbonyl)-1H-benzoimidazole-2-carboxylic acid (1-isopropyl-piperidin-4-yl)-amide was prepared by a procedure according to example 22 starting from 50 mg (0.097 mmol) 1-[2-(4-Chloro-phenyl)-ethyl]-2-(1-isopropyl-piperidin-4-ylcarbamoyl)-1H-benzoimidazole-4-carboxylic acid and 13.5 mg (0.015 mmol) 3-methoxy-azetidine. The title compound was obtained as its formiate in form a white amorphous solid. Starting materials: CNS(=O)(=O)C=1C=C(C=CC1)OC1=CC=CC=C1 (4-(3-(N-methylsulfamoyl)phenyloxy)benzene), N(=O)[O-].[Na+] (NaNO2). Run in C(=O)(C(F)(F)F)O (TFA). Reaction conditions: temperature -10 celsius, time 1 hour. Product: CNS(=O)(=O)C=1C=C(C=CC1)OC1=CC=C(C=C1)[N+](=O)[O-] (4-(3-(N-methylsulfamoyl)phenyloxy)-1-nitrobenzene). Isolated yield 56.9%. As a reaction SMILES: [CH3:1][NH:2][S:3]([C:6]1[CH:7]=[C:8]([O:12][C:13]2[CH:18]=[CH:17][CH:16]=[CH:15][CH:14]=2)[CH:9]=[CH:10][CH:11]=1)(=[O:5])=[O:4].[N:19]([O-:21])=[O:20].[Na+]>C(O)(C(F)(F)F)=O>[CH3:1][NH:2][S:3]([C:6]1[CH:7]=[C:8]([O:12][C:13]2[CH:18]=[CH:17][C:16]([N+:19]([O-:21])=[O:20])=[CH:15][CH:14]=2)[CH:9]=[CH:10][CH:11]=1)(=[O:4])=[O:5] |f:1.2|. Reported procedure: To a solution of 4-(3-(N-methylsulfamoyl)phenyloxy)benzene (0.30 g, 1.14 mmol) in TFA (6 mL) at −10° C. was added NaNO2 (0.097 g, 1.14 mmol) in portions over 5 min. The resulting solution was stirred at −10° C. for 1 h, then was allowed to warm to room temp., and was concentrated under reduced pressure. The residue was separated between EtOAc (10 mL) and water (10 mL). The organic phase was sequentially washed with water (10 mL) and a saturated NaCl solution (10 mL), dried (MgSO4) and concentrat... Reactants: C(C)(=O)OCC (ethyl acetate), COC1=CC=C2C=C(CCC2=C1)C(=O)O (7-methoxy-1,2-dihydro-3-naphthoic acid), Cl (hydrochloride), Cl.Cl.COC=1C=C(CN2CCNCC2)C=C(C1OC)OC (1-(3,4,5-trimethoxybenzyl)piperazine dihydrochloride), P(OCC)(OCC)(=O)C#N (diethyl phosphorocyanidate). The solvent is C(C)N(CC)CC (triethylamine), CN(C=O)C (N,N-dimethylformamide). The product is Cl.COCCOC1=CC=C2C=C(CCC2=C1)C(=O)N1CCN(CC1)CC1=CC(=C(C(=C1)OC)OC)OC (1-(7-methoxyethoxy-1,2-dihydro-3-naphthoyl)- 4-(3,4,5-trimethoxybenzyl)piperazine hydrochloride). Reaction SMILES: [CH3:1][O:2][C:3]1[CH:12]=[C:11]2[C:6]([CH:7]=[C:8]([C:13]([OH:15])=O)[CH2:9][CH2:10]2)=[CH:5][CH:4]=1.[ClH:16].Cl.[CH3:18][O:19][C:20]1[CH:21]=[C:22]([CH:30]=[C:31]([O:35][CH3:36])[C:32]=1[O:33][CH3:34])[CH2:23][N:24]1[CH2:29][CH2:28][NH:27][CH2:26][CH2:25]1.P(C#N)(=O)(OCC)OCC.Cl.[C:48]([O:51][CH2:52]C)(=O)C>CN(C)C=O.C(N(CC)CC)C>[ClH:16].[CH3:48][O:51][CH2:52][CH2:1][O:2][C:3]1[CH:12]=[C:11]2[C:6]([CH:7]=[C:8]([C:13]([N:27]3[CH2:28][CH2:29][N:24]([CH2:23][C:22]4[CH:21]=[C:20]([O:19][CH3:18])[C:32]([O:33][CH3:34])=[C:31]([O:35][CH3:36])[CH:30]=4)[CH2:25][CH2:26]3)=[O:15])[CH2:9][CH2:10]2)=[CH:5][CH:4]=1 |f:1.2.3,9.10|. Reported procedure: Using 7-methoxy-1,2-dihydro-3-naphthoic acid (0.5 g), 1-(3,4,5-trimethoxybenzyl)piperazine dihydrochloride (1.1 g), triethylamine (0.81 g), N,N-dimethylformamide (20 ml) and diethyl phosphorocyanidate (1 ml), an amidation is carried out in a manner as that described in Example 6. The reaction product is purified by silica gel column chromatography (hexane:acetone=1:1-1:2) to afford an oily product, which is converted to the hydrochloride in ethyl acetate to give 1-(7-methoxyethoxy-1,2-dihydro-3-... The reactants are NC1=C2C(=NC=N1)N(N=C2C2=CC=C(C=C2)OC2=CC=CC=C2)CCCN2C(SCC2=O)=O (3-(3-(4-amino-3-(4-phenoxyphenyl)-1H-pyrazolo[3,4-d]pyrimidin-1-yl)propyl)thiazolidine-2,4-dione), C1(CC1)C=O (cyclopropanecarbaldehyde), N1CCCCC1 (piperidine). The solvent is C(C)O (ethanol). The product is C1(CC1)C=C1C(NC(S1)=O)=O (cyclopropylmethylene thiazolidine-2,4-dione). The yield is 68.7%. RXN SMILES: NC1N=CN=C2N(CCC[N:27]3[C:31](=[O:32])[CH2:30][S:29][C:28]3=[O:33])N=C(C3C=CC(OC4C=CC=CC=4)=CC=3)C=12.[CH:34]1([CH:37]=O)[CH2:36][CH2:35]1.N1CCCCC1>C(O)C>[CH:34]1([CH:37]=[C:30]2[S:29][C:28](=[O:33])[NH:27][C:31]2=[O:32])[CH2:36][CH2:35]1. Procedure: A solution of 3-(3-(4-amino-3-(4-phenoxyphenyl)-1H-pyrazolo[3,4-d]pyrimidin-1-yl)propyl)thiazolidine-2,4-dione (0.20 g, 0.43 mmol), cyclopropanecarbaldehyde (91 mg, 1.3 mmol, 3.0 eq.) and a drop of piperidine in ethanol (15 mL) was refluxed overnight. The volatile phase was removed under reduced pressure. The residue was applied on silica gel and eluted with petroleum:ethyl acetate (3:2) to give 3-(3-(4-amino-3-(4-phenoxyphenyl)-1H-pyrazolo[3,4-d]pyrimidin-1-yl)propyl)-5-(cyclopropylmethylene th... Starting materials: CN1CCOCC1 (N-methylmorpholine), Cl.NC12CC3(CC(CC(C1)C3)C2)C(=O)OC (methyl 3-amino-1-adamantanecarboxylate hydrochloride), CN1CCOCC1 (N-methylmorpholine), C(=O)(OC(C)(C)C)N[C@@H](CC1=CC=CC=C1)C(=O)O (Boc-L-phenylalanine), C(C(C)C)OC(=O)Cl (isobutylchloroformate), NC12CC3(CC(CC(C1)C3)C2)C(=O)OC (methyl 3-amino-1-adamantanecarboxylate). Run in O (water), CN(C=O)C (dimethylformamide). Conditions: temperature -50 celsius, time 15 minute. Product: C(=O)(OC(C)(C)C)N[C@@H](CC1=CC=CC=C1)C(=O)C1C2(CC3CC(CC1(C3)N)C2)C(=O)OC (methyl Boc-L-phenylalanyl-3-amino-1-adamantanecarboxylate). Reaction SMILES: [C:1]([NH:8][C@H:9]([C:17]([OH:19])=O)[CH2:10][C:11]1[CH:16]=[CH:15][CH:14]=[CH:13][CH:12]=1)([O:3][C:4]([CH3:7])([CH3:6])[CH3:5])=[O:2].CN1CCOCC1.C(OC(Cl)=O)C(C)C.Cl.[NH2:36][C:37]12[CH2:46][CH:41]3[CH2:42][CH:43]([CH2:45][C:39]([C:47]([O:49][CH3:50])=[O:48])([CH2:40]3)[CH2:38]1)[CH2:44]2.NC12CC3CC(CC(C(OC)=O)(C3)C1)C2>CN(C)C=O.O>[C:1]([NH:8][C@H:9]([C:17]([CH:38]1[C:37]2([NH2:36])[CH2:44][CH:43]3[CH2:42][CH:41]([CH2:40][C:39]1([C:47]([O:49][CH3:50])=[O:48])[CH2:45]3)[CH2:46]2)=[O:19])[CH2:10][C:11]1[CH:12]=[CH:13][CH:14]=[CH:15][CH:16]=1)([O:3][C:4]([CH3:5])([CH3:6])[CH3:7])=[O:2] |f:3.4|. Reported procedure: 5.09 Grams of Boc-L-phenylalanine is dissolved in 25 ml of dry dimethylformamide and 2.13 ml of N-methylmorpholine is added. The reaction mixture is cooled to -50° C. and 2.51 ml of isobutylchloroformate is added. The reaction mixture is stirred for 15 minutes, then 1.77 ml of N-methylmorpholine and 3.93 g of methyl 3-amino-1-adamantanecarboxylate hydrochloride are added and the reaction mixture is stirred until all the methyl 3-amino-1-adamantanecarboxylate dissolves then stored for 3 days at 5... Procedure details: A solution of 6.0 g. of 1-isopropylsulfonyl-2-amino-6-(α-hydroxy-α-methoxycarbonylmethylbenzyl)benzimidazole (from Example 4) and 6.0 g. of p-toluenesulfonic acid in 150 ml. of chloroform was heated at reflux for three hours. The solution was cooled to room temperature and washed two times with saturated aqueous sodium bicarbonate solution, and two times with water. After drying the solution over sodium sulfate, the solvent was removed by evaporation under reduced pressure to provide 5.5 g. (96%... Run in C(Cl)(Cl)Cl (chloroform). Yields the product C(C)(C)S(=O)(=O)N1C(=NC2=C1C=C(C=C2)C(C2=CC=CC=C2)=CC(=O)OC)N (1-isopropylsulfonyl-2-amino-6-(α-methoxycarbonylmethylenebenzyl)benzimidazole). Reactants: C(C)(C)S(=O)(=O)N1C(=NC2=C1C=C(C=C2)C(C2=CC=CC=C2)(CC(=O)OC)O)N (1-Isopropylsulfonyl-2-amino-6-(α-hydroxy-α-methoxycarbonylmethylbenzyl)benzimidazole), C1(=CC=C(C=C1)S(=O)(=O)O)C (p-toluenesulfonic acid). Reaction SMILES: [CH:1]([S:4]([N:7]1[C:11]2[CH:12]=[C:13]([C:16](O)([CH2:23][C:24]([O:26][CH3:27])=[O:25])[C:17]3[CH:22]=[CH:21][CH:20]=[CH:19][CH:18]=3)[CH:14]=[CH:15][C:10]=2[N:9]=[C:8]1[NH2:29])(=[O:6])=[O:5])([CH3:3])[CH3:2].C1(C)C=CC(S(O)(=O)=O)=CC=1>C(Cl)(Cl)Cl>[CH:1]([S:4]([N:7]1[C:11]2[CH:12]=[C:13]([C:16](=[CH:23][C:24]([O:26][CH3:27])=[O:25])[C:17]3[CH:18]=[CH:19][CH:20]=[CH:21][CH:22]=3)[CH:14]=[CH:15][C:10]=2[N:9]=[C:8]1[NH2:29])(=[O:5])=[O:6])([CH3:2])[CH3:3]. The yield is 96.0%. Starting materials: COC=1C=C2C(=NC=NC2=CC1OCC1=CC=NC=C1)OC1=CC=CC=C1 (6-methoxy-4-phenoxy-7-(4-pyridylmethoxy)quinazoline), N (ammonia). Run in Cl (hydrochloric acid). Yields the product COC=1C=C2C(NC=NC2=CC1OCC1=CC=NC=C1)=O (6-methoxy-7-(4-pyridylmethoxy)-3,4-dihydroquinazolin-4-one). Isolated yield 56.7%. As a reaction SMILES: [CH3:1][O:2][C:3]1[CH:4]=[C:5]2[C:10](=[CH:11][C:12]=1[O:13][CH2:14][C:15]1[CH:20]=[CH:19][N:18]=[CH:17][CH:16]=1)[N:9]=[CH:8][N:7]=[C:6]2[O:21]C1C=CC=CC=1.N>Cl>[CH3:1][O:2][C:3]1[CH:4]=[C:5]2[C:10](=[CH:11][C:12]=1[O:13][CH2:14][C:15]1[CH:16]=[CH:17][N:18]=[CH:19][CH:20]=1)[N:9]=[CH:8][NH:7][C:6]2=[O:21]. Reported procedure: A solution of 6-methoxy-4-phenoxy-7-(4-pyridylmethoxy)quinazoline (200 mg, 0.56 mmol) in 2M hydrochloric acid (15 ml) was heated at reflux for 90 minutes. The reaction mixture was allowed to cool and neutralised to pH6-7 with aqueous ammonia. The precipitated product was extracted with methanol/methylene chloride (1:9) and the extract solution dried (MgSO4). Removal of the solvent by evaporation gave 6-methoxy-7-(4-pyridylmethoxy)-3,4-dihydroquinazolin-4-one (90 mg, 57%) as a grey solid. Reactants: CN, CC#N, CSC(=N[N+](=O)[O-])N(C)Cc1ccc(Cl)nc1. The product is CNC(=N[N+](=O)[O-])N(C)Cc1ccc(Cl)nc1. Reaction SMILES: [CH3:18][NH2:19].[CH3:20][C:21]#[N:22].[Cl:1][c:2]1[cH:3][cH:4][c:5]([CH2:8][N:9]([C:10]([S:11][CH3:12])=[N:13][N+:14](=[O:15])[O-:16])[CH3:17])[cH:6][n:7]1>>[Cl:1][c:2]1[cH:3][cH:4][c:5]([CH2:8][N:9]([C:10](=[N:13][N+:14](=[O:15])[O-:16])[NH:19][CH3:18])[CH3:17])[cH:6][n:7]1. Starting materials: C(CCC)[NH-].[CH2-]C(=O)C.C12C(CCC(C1(C)C)C2)C (Pinane Acetonide Butylamide), FC(C(=O)O)(F)F (trifluoroacetic acid), cis-diol. Yields the product C(CCC)[NH-].C12(C(CCC(C1(C)C)C2)(C)O)O (Pinanediol Butylamide). RXN SMILES: [CH2:1]([NH-:5])[CH2:2][CH2:3][CH3:4].[CH2-]C(C)=[O:8].[CH:10]12[CH2:18][CH:14]([C:15]1([CH3:17])[CH3:16])C[CH2:12][CH:11]2C.F[C:21](F)(F)[C:22]([OH:24])=O>>[CH2:1]([NH-:5])[CH2:2][CH2:3][CH3:4].[C:14]12([OH:8])[CH2:18][CH:10]([C:15]1([CH3:17])[CH3:16])[CH2:11][CH2:12][C:22]2([OH:24])[CH3:21] |f:0.1.2,4.5|. Reported procedure: Pinane acetonide butylamide 8 (107 mg, 0.35 mmol) was stirred with a 1:1 mixture of trifluoroacetic acid (TFA)/water (3 ml) at room temperature. The reaction was monitored by TLC and showed about 75% conversion to the cis-diol after 2 hours, then the reaction stalled and the intensity of a new spot between starting material and product started to build up. The unknown byproduct may be formed from fragmentation of the pinane ring in product 9 under the acidic condition. The optimal reaction time ...